This data is from the Open Reaction Database (ORD), a public repository of structured organic reaction records. The task is: describe an organic reaction: reactants, conditions, products, and yield The reactants are FC=1C=C(C=CC1)C1=CC(=CC=C1)C(C(C)C)(O)C=1N=CN(C1)C(C1=CC=CC=C1)(C1=CC=CC=C1)C1=CC=CC=C1 (1-(3′-fluoro[1,1′-biphenyl]-3-yl)-1-(1-trityl-1H-imidazol-4-yl)-2-methyl-1-propanol), Cl.N1=CC=CC=C1 (pyridine hydrochloride). Product: FC=1C=C(C=CC1)C1=CC(=CC=C1)C(C(C)C)(O)C=1N=CNC1 (1-(3′-fluoro[1,1′-biphenyl]-3-yl)-1-(1H-imidazol-4-yl)-2-methyl-1-propanol). The yield is 80.3%. As a reaction SMILES: [F:1][C:2]1[CH:3]=[C:4]([C:8]2[CH:13]=[CH:12][CH:11]=[C:10]([C:14]([C:19]3[N:20]=[CH:21][N:22](C(C4C=CC=CC=4)(C4C=CC=CC=4)C4C=CC=CC=4)[CH:23]=3)([OH:18])[CH:15]([CH3:17])[CH3:16])[CH:9]=2)[CH:5]=[CH:6][CH:7]=1.Cl.N1C=CC=CC=1>>[F:1][C:2]1[CH:3]=[C:4]([C:8]2[CH:13]=[CH:12][CH:11]=[C:10]([C:14]([C:19]3[N:20]=[CH:21][NH:22][CH:23]=3)([OH:18])[CH:15]([CH3:17])[CH3:16])[CH:9]=2)[CH:5]=[CH:6][CH:7]=1 |f:1.2|. Reported procedure: By the reaction in the same manner as in Example 4-(iii) using 1-(3′-fluoro[1,1′-biphenyl]-3-yl)-1-(1-trityl-1H-imidazol-4-yl)-2-methyl-1-propanol (2.55 g) and pyridine hydrochloride (906 mg), the title compound (1.15 g) was obtained as colorless needle crystals. As a reaction SMILES: [N:1]1[CH:6]=[CH:5][CH:4]=[C:3]([C@@H:7]([OH:9])[CH3:8])[CH:2]=1.[CH2:10]([O:18][C:19]1[CH:24]=[CH:23][C:22]([C:25]2[CH:30]=[CH:29][C:28]([C:31](O)=[O:32])=[CH:27][CH:26]=2)=[CH:21][CH:20]=1)[CH2:11][CH2:12][CH2:13][CH2:14][CH2:15][CH2:16][CH3:17].C1(N=C=NC2CCCCC2)CCCCC1.CN(C1C=CC=CN=1)C>C(Cl)Cl>[N:1]1[CH:6]=[CH:5][CH:4]=[C:3]([C@@H:7]([O:9][C:31]([C:28]2[CH:27]=[CH:26][C:25]([C:22]3[CH:23]=[CH:24][C:19]([O:18][CH2:10][CH2:11][CH2:12][CH2:13][CH2:14][CH2:15][CH2:16][CH3:17])=[CH:20][CH:21]=3)=[CH:30][CH:29]=2)=[O:32])[CH3:8])[CH:2]=1. Yield: 7.1%. Reaction conditions: time 15 hour. Reported procedure: (S)-1-(3-pyridyl)ethanol (2.0 g) prepared in the above item (ii), 4-octyloxybiphenyl-4'-carboxylic acid (5.3 g), dicyclohexylcarbodiimide (5.7 g) and dimethylaminopyridine (0.2 g) were dissolved in methylene chloride (100 ml), followed by agitating the solution for 15 hours, thereafter filtering off insolubles, washing the filtrate with water, concentrating it and recrystallizing from a mixed solvent of heptane-toluene to obtain (S)-4-octyloxybiphenyl-4'-carboxylic acid-1-(3-pyridyl)ethyl ester ... Solvent: C(Cl)Cl (methylene chloride). Yields the product N1=CC(=CC=C1)[C@H](C)OC(=O)C1=CC=C(C=C1)C1=CC=C(C=C1)OCCCCCCCC ((S)-4-octyloxybiphenyl-4'-carboxylic acid-1-(3-pyridyl)ethyl ester). The reactants are N1=CC(=CC=C1)[C@H](C)O ((S)-1-(3-pyridyl)ethanol), N1=CC(=CC=C1)[C@H](C)O ((S)-1-(3-pyridyl)ethanol), C(CCCCCCC)OC1=CC=C(C=C1)C1=CC=C(C=C1)C(=O)O (4-octyloxybiphenyl-4'-carboxylic acid), C1(CCCCC1)N=C=NC1CCCCC1 (dicyclohexylcarbodiimide), CN(C)C1=NC=CC=C1 (dimethylaminopyridine). The reactants are BrC=1C=CC2=C(C1)C=1CN(CCC1O2)C(=O)OC(C)(C)C (tert-butyl 8-bromo-3,4-dihydrobenzofuro[3,2-c]pyridine-2(1H)-carboxylate), ClC=1C=C(C=CC1)S(=O)[O-].[Na+] (sodium 3-chlorobenzenesulfinate). The product is ClC=1C=C(C=CC1)S(=O)(=O)C=1C=CC2=C(C1)C=1CN(CCC1O2)C(=O)OC(C)(C)C (tert-butyl 8-(3-chlorophenylsulfonyl)-3,4-dihydrobenzofuro[3,2-c]pyridine-2(1H)-carboxylate). Isolated yield 26.8%. RXN SMILES: Br[C:2]1[CH:3]=[CH:4][C:5]2[O:14][C:13]3[CH2:12][CH2:11][N:10]([C:15]([O:17][C:18]([CH3:21])([CH3:20])[CH3:19])=[O:16])[CH2:9][C:8]=3[C:6]=2[CH:7]=1.[Cl:22][C:23]1[CH:24]=[C:25]([S:29]([O-:31])=[O:30])[CH:26]=[CH:27][CH:28]=1.[Na+]>>[Cl:22][C:23]1[CH:24]=[C:25]([S:29]([C:2]2[CH:3]=[CH:4][C:5]3[O:14][C:13]4[CH2:12][CH2:11][N:10]([C:15]([O:17][C:18]([CH3:21])([CH3:20])[CH3:19])=[O:16])[CH2:9][C:8]=4[C:6]=3[CH:7]=2)(=[O:31])=[O:30])[CH:26]=[CH:27][CH:28]=1 |f:1.2|. Procedure: The product of Example 29, step B (230 mg, 0.65 mmol) and sodium 3-chlorobenzenesulfinate (155 mg, 0.78 mmol) were coupled using the procedure of Example 29, step C. Purification by flash column chromatography (SiO2, 3:2 hexanes/ethyl acetate) provided tert-butyl 8-(3-chlorophenylsulfonyl)-3,4-dihydrobenzofuro[3,2-c]pyridine-2(1H)-carboxylate (78 mg, 26%) as a pale yellow solid: 1H NMR (CDCl3, 300 MHz) δ 8.08 (s, 1H), 7.93 (t, J=1.8 Hz, 1H), 7.86-7.83 (m, 1H), 7.83-7.81 (m, 1H), 7.56-7.48 (m, 2H... Starting materials: O (water), IC=1C=C2CC[C@@H](OC2=CC1)CO ([(2R)-6-iodo-3,4-dihydro-2H-chromen-2-yl]methanol), [Si](C)(C)(C(C)(C)C)Cl (tert-butyldimethylsilyl chloride), N1C=NC=C1 (imidazole). The solvent is CN(C)C=O (DMF). Reaction conditions: temperature 27 celsius, time 8 hour. The product is IC=1C=C2CC[C@@H](OC2=CC1)CO[Si](C)(C)C(C)(C)C (tert-butyl(dimethyl)silyl [(2R)-6-iodo-3,4-dihydro-2H-chromen-2-yl]methyl ether). The yield is 79.0%. Reaction SMILES: [I:1][C:2]1[CH:3]=[C:4]2[C:9](=[CH:10][CH:11]=1)[O:8][C@@H:7]([CH2:12][OH:13])[CH2:6][CH2:5]2.[Si:14](Cl)([C:17]([CH3:20])([CH3:19])[CH3:18])([CH3:16])[CH3:15].N1C=CN=C1.O>CN(C=O)C>[I:1][C:2]1[CH:3]=[C:4]2[C:9](=[CH:10][CH:11]=1)[O:8][C@@H:7]([CH2:12][O:13][Si:14]([C:17]([CH3:20])([CH3:19])[CH3:18])([CH3:16])[CH3:15])[CH2:6][CH2:5]2. Procedure: A reaction mixture containing [(2R)-6-iodo-3,4-dihydro-2H-chromen-2-yl]methanol (Example 8, 5 g, 17.2 mmol, 1.0 eq), tert-butyldimethylsilyl chloride (20.6 mmol, 1.2 eq), and imidazole (43 mmol, 2.5 eq) in anhydrous DMF (35 mL) was stirred at 27° C. overnight. The resulting mixture was then cooled to room temperature, poured into water, and extracted with diethyl ether. The organic extract was washed with water, brine, dried over anhydrous sodium sulfate, concentrated, and purified by medium pre... The reactants are FC1=C(C=C(C=C1)Br)C (2-fluoro-5-bromotoluene), [Li]CCCC (n-BuLi), C1CCOC1 (THF), CN(C=O)C (dimethylformamide). Reaction conditions: time 1 hour. Product: FC1=CC(=C(C=O)C=C1)C (4-Fluoro-2-methylbenzaldehyde). Yield: 86.0%. As a reaction SMILES: [F:1][C:2]1C=C[C:5](Br)=[CH:4][C:3]=1C.[Li]CCCC.CN(C)C=O.[CH2:20]1[CH2:24][O:23][CH2:22][CH2:21]1>>[F:1][C:2]1[CH:24]=[CH:20][C:21]([CH:22]=[O:23])=[C:4]([CH3:5])[CH:3]=1. Procedure details: A -78° C. solution of 2-fluoro-5-bromotoluene (25.764 gm, 136.3 mmol) in THF (200 ml) was treated with n-BuLi (2.5M in hexane, 60 ml, 150 mmol) over a 12-minute period. After stirring for one hour, the cloudy white mixture was treated with neat dimethylformamide (30 ml, 28.3 gm, 387 mmol) over a two-minute period. Stirring continued for an additional hour. The mixture was then quenched with saturated NH4Cl, warmed to room temperature, and made acidic with 10% HCl. The mixture was extracted with ... Reactants: ClC1=CC=CC2=CN(N=C12)CCC#C[Si](C)(C)C (7-chloro-2-(4-trimethylsilanyl-but-3-ynyl)-2H-indazole), ClC=1C=CC=C2C=NN(C12)CCC#C[Si](C)(C)C (7-chloro-1-(4-trimethylsilanyl-but-3-ynyl)-1H-indazole). The product is C(CC#C)N1N=C2C(=CC=CC2=C1)Cl (2-(but-3-ynyl)-7-chloro-2H-indazole). The yield is 23.0%. As a reaction SMILES: [Cl:1][C:2]1[C:10]2[C:6](=[CH:7][N:8]([CH2:11][CH2:12][C:13]#[C:14][Si](C)(C)C)[N:9]=2)[CH:5]=[CH:4][CH:3]=1.ClC1C=CC=C2C=1N(CCC#C[Si](C)(C)C)N=C2>>[CH2:11]([N:8]1[CH:7]=[C:6]2[C:10]([C:2]([Cl:1])=[CH:3][CH:4]=[CH:5]2)=[N:9]1)[CH2:12][C:13]#[CH:14]. Procedure: The title compound was prepared in accordance with the general method of Example 108(B), from 7-chloro-2-(4-trimethylsilanyl-but-3-ynyl)-2H-indazole and 7-chloro-1-(4-trimethylsilanyl-but-3-ynyl)-1H-indazole (250 mg, 0.90 mmol). The crude residue was purified by flash chromatography (cyclohexane/AcOEt 9:1) to yield 44 mg (0.21 mmol, 23%) of 2-(but-3-ynyl)-7-chloro-2H-indazole as an orange oil.